From a dataset of the Open Reaction Database (ORD), a public repository of structured organic reaction records. describe an organic reaction: reactants, conditions, products, and yield Starting materials: O=c1c2c([nH]c3ccccc13)C(c1ccc3c(c1)OCO3)NC2, CO, Clc1ncccn1, CN(C)C=O. Product: O=c1c2c([nH]c3ccccc13)C(c1ccc3c(c1)OCO3)N(c1ncccn1)C2. RXN SMILES: [CH2:1]1[O:2][c:3]2[cH:4][c:5]([CH:10]3[NH:11][CH2:12][c:13]4[c:14]3[nH:15][c:16]3[cH:17][cH:18][cH:19][cH:20][c:21]3[c:22]4=[O:23])[cH:6][cH:7][c:8]2[O:9]1.[CH3:31][OH:32].[Cl:24][c:25]1[n:26][cH:27][cH:28][cH:29][n:30]1.[O:33]=[CH:34][N:35]([CH3:36])[CH3:37]>>[CH2:1]1[O:2][c:3]2[cH:4][c:5]([CH:10]3[N:11]([c:25]4[n:26][cH:27][cH:28][cH:29][n:30]4)[CH2:12][c:13]4[c:14]3[nH:15][c:16]3[cH:17][cH:18][cH:19][cH:20][c:21]3[c:22]4=[O:23])[cH:6][cH:7][c:8]2[O:9]1. The reactants are Cl (hydrochloric acid), O=O (Oxygen), C(C)(=O)OC1=CC=C(C=C1)CCC1=CC=C2C=3C=CC(=CC3CC2=C1)OCCCCC (4-(2-(2-pentyloxyfluorene-7-yl)ethyl)phenyl acetate), [OH-].[K+] (potassium hydroxide). The solvent is CC(CC)=O (2-butanone). Run at time 1 hour. The product is C(C)(=O)OC1=CC=C(C=C1)CCC1=CC=C2C3=CC=C(C(C3=CC2=C1)=O)OCCCCC (4-(2-(2-pentyloxyfluorenone-7-yl)ethyl)phenyl acetate). As a reaction SMILES: [O:1]=O.[C:3]([O:6][C:7]1[CH:12]=[CH:11][C:10]([CH2:13][CH2:14][C:15]2[CH:27]=[C:26]3[C:18]([C:19]4[CH:20]=[CH:21][C:22]([O:28][CH2:29][CH2:30][CH2:31][CH2:32][CH3:33])=[CH:23][C:24]=4[CH2:25]3)=[CH:17][CH:16]=2)=[CH:9][CH:8]=1)(=[O:5])[CH3:4].[OH-].[K+].Cl>CC(=O)CC>[C:3]([O:6][C:7]1[CH:12]=[CH:11][C:10]([CH2:13][CH2:14][C:15]2[CH:27]=[C:26]3[C:18]([C:19]4[C:24](=[CH:25]3)[C:23](=[O:1])[C:22]([O:28][CH2:29][CH2:30][CH2:31][CH2:32][CH3:33])=[CH:21][CH:20]=4)=[CH:17][CH:16]=2)=[CH:9][CH:8]=1)(=[O:5])[CH3:4] |f:2.3|. Reported procedure: Oxygen was blown into a solution comprising 4-(2-(2-pentyloxyfluorene-7-yl)ethyl)phenyl acetate (4.2 g), powdery potassium hydroxide (1.0 g) and 2-butanone (80 mL) for one hour while refluxing by heating, and the solution was further stirred at a room temperature for one hour. A hydrochloric acid aqueous solution was added thereto, and then the product was extracted with chloroform to dry the chloroform layer on anhydrous magnesium sulfate. A residue obtained by distilling the solvent off from t... The reactants are CCCCCCc1csc(-c2cc3cc(OCc4ccccc4CCl)ccc3o2)n1, CO, [I-], [K+], N#C[Na]. Product: CCCCCCc1csc(-c2cc3cc(OCc4ccccc4CC#N)ccc3o2)n1. RXN SMILES: [CH2:1]([CH2:2][CH2:3][CH2:4][CH2:5][CH3:6])[c:7]1[n:8][c:9](-[c:12]2[o:13][c:14]3[c:15]([cH:16]2)[cH:17][c:18]([O:21][CH2:22][c:23]2[c:24]([CH2:29][Cl:30])[cH:25][cH:26][cH:27][cH:28]2)[cH:19][cH:20]3)[s:10][cH:11]1.[CH3:36][OH:37].[I-:35].[K+:34].[Na:31][C:32]#[N:33]>>[CH2:1]([CH2:2][CH2:3][CH2:4][CH2:5][CH3:6])[c:7]1[n:8][c:9](-[c:12]2[o:13][c:14]3[c:15]([cH:16]2)[cH:17][c:18]([O:21][CH2:22][c:23]2[c:24]([CH2:29][C:32]#[N:33])[cH:25][cH:26][cH:27][cH:28]2)[cH:19][cH:20]3)[s:10][cH:11]1. The reactants are CC(=O)OC1OC(COC(=O)c2ccccc2)C(OC(=O)c2ccccc2)C1OC(=O)c1ccccc1, CN([SiH](C)C)[Si](C)(C)C, Cc1c[nH]c(=O)[nH]c1=O. Yields the product Cc1cn(C2OC(COC(=O)c3ccccc3)C(OC(=O)c3ccccc3)C2OC(=O)c2ccccc2)c(=O)[nH]c1=O. RXN SMILES: [C:19]([O:20][CH:23]1[CH:24]([O:25][C:26]([c:27]2[cH:28][cH:29][cH:30][cH:31][cH:32]2)=[O:33])[CH:34]([O:35][C:36]([c:37]2[cH:38][cH:39][cH:40][cH:41][cH:42]2)=[O:43])[CH:44]([CH2:46][O:47][C:48]([c:49]2[cH:50][cH:51][cH:52][cH:53][cH:54]2)=[O:55])[O:45]1)(=[O:21])[CH3:22].[CH3:10][SiH:11]([CH3:12])[N:13]([CH3:14])[Si:15]([CH3:16])([CH3:17])[CH3:18].[nH:1]1[c:2](=[O:3])[nH:4][c:5](=[O:6])[c:7]([CH3:8])[cH:9]1>>[n:1]1([CH:23]2[CH:24]([O:25][C:26]([c:27]3[cH:28][cH:29][cH:30][cH:31][cH:32]3)=[O:33])[CH:34]([O:35][C:36]([c:37]3[cH:38][cH:39][cH:40][cH:41][cH:42]3)=[O:43])[CH:44]([CH2:46][O:47][C:48]([c:49]3[cH:50][cH:51][cH:52][cH:53][cH:54]3)=[O:55])[O:45]2)[c:2](=[O:3])[nH:4][c:5](=[O:6])[c:7]([CH3:8])[cH:9]1. Reported procedure: A solution of 3-(4-hydroxymethyl-phenyl)-propionic acid (720 mg, 4.0 mmol, Example 2a) in ethanol (20 mL) is treated with MnO2 (350 mg, 4.0 mmol) and the resulting suspension is stirred at 80° C. for 18 h. Another portion of MnO2 (500 mg, 5.7 mmol) is added and stirring is continued at 80° C. for 2 days. The mixture is filtered and the filtrate is evaporated to give 3-(4-formyl-phenyl)-propionic acid (500 mg) as a brown solid; LC-MS: tR=0.72 min. The reagents and catalysts are O=[Mn]=O (MnO2), O=[Mn]=O (MnO2). Reactants: OCC1=CC=C(C=C1)CCC(=O)O (3-(4-hydroxymethyl-phenyl)-propionic acid). Isolated yield 70.2%. Yields the product C(=O)C1=CC=C(C=C1)CCC(=O)O (3-(4-formyl-phenyl)-propionic acid). Conditions: temperature 80 celsius, time 18 hour. As a reaction SMILES: [OH:1][CH2:2][C:3]1[CH:8]=[CH:7][C:6]([CH2:9][CH2:10][C:11]([OH:13])=[O:12])=[CH:5][CH:4]=1>C(O)C.O=[Mn]=O>[CH:2]([C:3]1[CH:8]=[CH:7][C:6]([CH2:9][CH2:10][C:11]([OH:13])=[O:12])=[CH:5][CH:4]=1)=[O:1]. The solvent is C(C)O (ethanol). The reactants are CC(C)[Si](Cl)(C(C)C)C(C)C, CN(C)C=O, N#Cc1cnccc1NCCO, c1c[nH]cn1. Product: CC(C)[Si](OCCNc1ccncc1C#N)(C(C)C)C(C)C. RXN SMILES: [CH:18]([CH3:19])([CH3:20])[Si:21]([CH:22]([CH3:23])[CH3:24])([CH:25]([CH3:26])[CH3:27])[Cl:28].[O:29]=[CH:30][N:31]([CH3:32])[CH3:33].[OH:1][CH2:2][CH2:3][NH:4][c:5]1[cH:6][cH:7][n:8][cH:9][c:10]1[C:11]#[N:12].[nH:13]1[cH:14][cH:15][n:16][cH:17]1>>[O:1]([CH2:2][CH2:3][NH:4][c:5]1[cH:6][cH:7][n:8][cH:9][c:10]1[C:11]#[N:12])[Si:21]([CH:18]([CH3:19])[CH3:20])([CH:22]([CH3:23])[CH3:24])[CH:25]([CH3:26])[CH3:27].